From a dataset of the Open Reaction Database (ORD), a public repository of structured organic reaction records. describe an organic reaction: reactants, conditions, products, and yield Starting materials: C(=O)(OC)CCCCCCCCCCCCCCCNC1=CC=C(C(=O)O)C=C1 (4-(15-carbomethoxypentadecylamino)benzoic acid), C(=O)(OCC1=CC=CC=C1)Cl (carbobenzyloxy chloride), C(Cl)(Cl)Cl (chloroform), C([O-])([O-])=O.[Na+].[Na+] (sodium carbonate). Run in O (water). Conditions: temperature 40 celsius, time 2 hour. Product: C(=O)(OCC1=CC=CC=C1)N(C1=CC=C(C(=O)Cl)C=C1)CCCCCCCCCCCCCCCC(=O)OC (N-carbobenzyloxy-4-(15-carbomethoxypentadecylamino)benzoyl chloride). As a reaction SMILES: [C:1]([CH2:5][CH2:6][CH2:7][CH2:8][CH2:9][CH2:10][CH2:11][CH2:12][CH2:13][CH2:14][CH2:15][CH2:16][CH2:17][CH2:18][CH2:19][NH:20][C:21]1[CH:29]=[CH:28][C:24]([C:25]([OH:27])=O)=[CH:23][CH:22]=1)([O:3][CH3:4])=[O:2].C(Cl)(Cl)[Cl:31].C(=O)([O-])[O-].[Na+].[Na+].[C:40](Cl)([O:42][CH2:43][C:44]1[CH:49]=[CH:48][CH:47]=[CH:46][CH:45]=1)=[O:41]>O>[C:40]([N:20]([CH2:19][CH2:18][CH2:17][CH2:16][CH2:15][CH2:14][CH2:13][CH2:12][CH2:11][CH2:10][CH2:9][CH2:8][CH2:7][CH2:6][CH2:5][C:1]([O:3][CH3:4])=[O:2])[C:21]1[CH:22]=[CH:23][C:24]([C:25]([Cl:31])=[O:27])=[CH:28][CH:29]=1)([O:42][CH2:43][C:44]1[CH:45]=[CH:46][CH:47]=[CH:48][CH:49]=1)=[O:41] |f:2.3.4|. Reported procedure: To 15 g. of 4-(15-carbomethoxypentadecylamino)benzoic acid in 200 ml. warm chloroform is added 15 g. sodium carbonate in 150 ml. water. To the vigorously stirred solution is added 10 g. carbobenzyloxy chloride. After 2 hours stirring at 40° C., the layers are separated, washed three times with 1 N hydrochloric acid, dried, and evaporated to an oil. The oil is disolved in 300 ml. toluene, treated with 15 ml. of thionyl chloride, and the solution is refluxed for 5 hours. The solvents are evaporate... The reactants are ClC=1C=CC=2N(N1)C(=CN2)[N+](=O)[O-] (6-chloro-3-nitroimidazo[1,2-b]pyridazine), FC=1C=C(C=CC1)C1NCCCC1 (2-(3-fluorophenyl)piperidine), C(C)N(C(C)C)C(C)C (N-ethyl-N-isopropylpropan-2-amine), C(CCC)O (n-butanol). Solvent: O (water), CCOC(=O)C (EtOAc). Run at temperature 180 celsius, time 24 hour. The product is FC=1C=C(C=CC1)C1N(CCCC1)C=1C=CC=2N(N1)C(=CN2)[N+](=O)[O-] (6-(2-(3-fluorophenyl)piperidin-1-yl)-3-nitroimidazo[1,2-b]pyridazine). As a reaction SMILES: Cl[C:2]1[CH:3]=[CH:4][C:5]2[N:6]([C:8]([N+:11]([O-:13])=[O:12])=[CH:9][N:10]=2)[N:7]=1.[F:14][C:15]1[CH:16]=[C:17]([CH:21]2[CH2:26][CH2:25][CH2:24][CH2:23][NH:22]2)[CH:18]=[CH:19][CH:20]=1.C(N(C(C)C)C(C)C)C.C(O)CCC>O.CCOC(C)=O>[F:14][C:15]1[CH:16]=[C:17]([CH:21]2[CH2:26][CH2:25][CH2:24][CH2:23][N:22]2[C:2]2[CH:3]=[CH:4][C:5]3[N:6]([C:8]([N+:11]([O-:13])=[O:12])=[CH:9][N:10]=3)[N:7]=2)[CH:18]=[CH:19][CH:20]=1. Reported procedure: To a pressure reaction tube were charged 6-chloro-3-nitroimidazo[1,2-b]pyridazine (450 mg, 2.27 mmol), 2-(3-fluorophenyl)piperidine (609 mg, 3.40 mmol, purchased from ChemBridge), and N-ethyl-N-isopropylpropan-2-amine (0.51 mL, 2.95 mmol), followed by addition of 1.0 mL n-butanol. The reaction mixture was then sealed and stirred at 180° C. for 24 hours. After completion, the reaction was cooled to ambient temperature, and diluted with water and EtOAc. The organic layer was separated, and the aqu... Reactants: ClCCl, C(=NC1CCCCC1)=NC1CCCCC1, Cl, O=C(O)CCCN1CCOCC1, CC(CCCc1ccccc1)c1cc2c(cc1O)C1C(CO)CCCC1C(C)(C)N2. Yields the product Cl, CC(CCCc1ccccc1)c1cc2c(cc1OC(=O)CCCN1CCOCC1)C1C(CO)CCCC1C(C)(C)N2. As a reaction SMILES: [CH2:59]([Cl:60])[Cl:61].[CH:44]1([N:45]=[C:46]=[N:47][CH:48]2[CH2:49][CH2:50][CH2:51][CH2:52][CH2:53]2)[CH2:54][CH2:55][CH2:56][CH2:57][CH2:58]1.[ClH:31].[O:32]1[CH2:33][CH2:34][N:35]([CH2:38][CH2:39][CH2:40][C:41](=[O:42])[OH:43])[CH2:36][CH2:37]1.[OH:1][c:2]1[cH:3][c:4]2[c:9]([cH:10][c:11]1[CH:12]([CH2:13][CH2:14][CH2:15][c:16]1[cH:17][cH:18][cH:19][cH:20][cH:21]1)[CH3:22])[NH:8][C:7]([CH3:23])([CH3:24])[CH:6]1[CH:5]2[CH:28]([CH2:29][OH:30])[CH2:27][CH2:26][CH2:25]1>>[ClH:31].[O:1]([c:2]1[cH:3][c:4]2[c:9]([cH:10][c:11]1[CH:12]([CH2:13][CH2:14][CH2:15][c:16]1[cH:17][cH:18][cH:19][cH:20][cH:21]1)[CH3:22])[NH:8][C:7]([CH3:23])([CH3:24])[CH:6]1[CH:5]2[CH:28]([CH2:29][OH:30])[CH2:27][CH2:26][CH2:25]1)[C:41]([CH2:40][CH2:39][CH2:38][N:35]1[CH2:34][CH2:33][O:32][CH2:37][CH2:36]1)=[O:42].